From a dataset of the Open Reaction Database (ORD), a public repository of structured organic reaction records. describe an organic reaction: reactants, conditions, products, and yield Run at temperature 180 celsius, time 12 hour. Procedure: First, 14.8 g of diethyl 2,2-bis(6-benzyloxyhexyl)malonate, 0.5 g of water, 2.3 g of lithium chloride, and 50 ml of dimethyl sulfoxide were placed in a 100 ml flask. Then, the mixture was stirred at 180° C. for 12 hours. The reaction mixture was poured into water, and an organic layer was extracted with methylene chloride. The methylene chloride layer was washed with water and dried over anhydrous sodium sulfate. Thereafter, the solvent was distilled away. The residue was purified by silica gel ... Yield: 73.3%. As a reaction SMILES: [CH2:1]([O:8][CH2:9][CH2:10][CH2:11][CH2:12][CH2:13][CH2:14][C:15]([CH2:26][CH2:27][CH2:28][CH2:29][CH2:30][CH2:31][O:32][CH2:33][C:34]1[CH:39]=[CH:38][CH:37]=[CH:36][CH:35]=1)(C(OCC)=O)[C:16]([O:18][CH2:19][CH3:20])=[O:17])[C:2]1[CH:7]=[CH:6][CH:5]=[CH:4][CH:3]=1.[Cl-].[Li+].CS(C)=O>O>[CH2:33]([O:32][CH2:31][CH2:30][CH2:29][CH2:28][CH2:27][CH2:26][CH:15]([CH2:14][CH2:13][CH2:12][CH2:11][CH2:10][CH2:9][O:8][CH2:1][C:2]1[CH:3]=[CH:4][CH:5]=[CH:6][CH:7]=1)[C:16]([O:18][CH2:19][CH3:20])=[O:17])[C:34]1[CH:35]=[CH:36][CH:37]=[CH:38][CH:39]=1 |f:1.2|. Product: C(C1=CC=CC=C1)OCCCCCCC(C(=O)OCC)CCCCCCOCC1=CC=CC=C1 (ethyl 2,2-bis(6-benzyloxyhexyl)acetate). The solvent is O (water), O (water). The reactants are C(C1=CC=CC=C1)OCCCCCCC(C(=O)OCC)(C(=O)OCC)CCCCCCOCC1=CC=CC=C1 (diethyl 2,2-bis(6-benzyloxyhexyl)malonate), [Cl-].[Li+] (lithium chloride), CS(=O)C (dimethyl sulfoxide). The reactants are CC1(C2=C(C(=CC=C2)P(C3=CC=CC=C3)C4=CC=CC=C4)OC5=C(C=CC=C51)P(C6=CC=CC=C6)C7=CC=CC=C7)C (xantphos), C([O-])([O-])=O.[Cs+].[Cs+] (caesium carbonate), C(C)OC(CN1N=C(C=C1N)C=1C=NN(C1)CC1=CC=C(C=C1)OC)OCC (1-(2,2-Diethoxyethyl)-1′-(4-methoxybenzyl)-1H,1′H-3,4′-bipyrazol-5-amine), BrC=1C=C(C=CC1C)NC(C1=CC(=CC=C1)C(C)(C)C)=O (N-(3-Bromo-4-methylphenyl)-3-tert-butylbenzamide). Reagents/catalysts: C(C)(=O)[O-].[Pd+2].C(C)(=O)[O-] (palladium(II) acetate). The solvent is O1CCOCC1 (1,4-dioxane). Run at temperature 150 celsius. Yields the product C(C)(C)(C)C=1C=C(C(=O)NC2=CC(=C(C=C2)C)NC2=CC(=NN2CC(OCC)OCC)C=2C=NN(C2)CC2=CC=C(C=C2)OC)C=CC1 (3-tert-Butyl-N-(3-{[1-(2,2-diethoxyethyl)-1′-(4-methoxybenzyl)-1H,1′H-3,4′-bipyrazol-5-yl]amino}-4-methylphenyl)benzamide). RXN SMILES: [CH2:1]([O:3][CH:4]([O:26][CH2:27][CH3:28])[CH2:5][N:6]1[C:10]([NH2:11])=[CH:9][C:8]([C:12]2[CH:13]=[N:14][N:15]([CH2:17][C:18]3[CH:23]=[CH:22][C:21]([O:24][CH3:25])=[CH:20][CH:19]=3)[CH:16]=2)=[N:7]1)[CH3:2].Br[C:30]1[CH:31]=[C:32]([NH:37][C:38](=[O:49])[C:39]2[CH:44]=[CH:43][CH:42]=[C:41]([C:45]([CH3:48])([CH3:47])[CH3:46])[CH:40]=2)[CH:33]=[CH:34][C:35]=1[CH3:36].CC1(C)C2C(=C(P(C3C=CC=CC=3)C3C=CC=CC=3)C=CC=2)OC2C(P(C3C=CC=CC=3)C3C=CC=CC=3)=CC=CC1=2.C(=O)([O-])[O-].[Cs+].[Cs+]>O1CCOCC1.C([O-])(=O)C.[Pd+2].C([O-])(=O)C>[C:45]([C:41]1[CH:40]=[C:39]([CH:44]=[CH:43][CH:42]=1)[C:38]([NH:37][C:32]1[CH:31]=[CH:30][C:35]([CH3:36])=[C:34]([NH:11][C:10]2[N:6]([CH2:5][CH:4]([O:3][CH2:1][CH3:2])[O:26][CH2:27][CH3:28])[N:7]=[C:8]([C:12]3[CH:13]=[N:14][N:15]([CH2:17][C:18]4[CH:19]=[CH:20][C:21]([O:24][CH3:25])=[CH:22][CH:23]=4)[CH:16]=3)[CH:9]=2)[CH:33]=1)=[O:49])([CH3:48])([CH3:46])[CH3:47] |f:3.4.5,7.8.9|. Reported procedure: 200 mg (0.44 mmol, purity 85%) of the compound from Example 2A and 199 mg (0.57 mmol) of the compound of Example 46A in 2.18 ml of 1,4-dioxane were degassed with argon. 9.9 mg (0.044 mmol) of palladium(II) acetate, 38.3 mg (0.066 mmol) of xantphos and 431 mg (1.32 mmol) of caesium carbonate were added and the mixture was heated in a microwave oven (Biotage Initiator, with Dynamic Field Tuning) at 150° C. for 30 min. The reaction was then filtered through kieselguhr and the filtrate was concentra... The reactants are O=C(CC=1C=C(OCC2=C(C(=O)OC)C=CC=C2)C=CC1)NCC1=CC=C(C=C1)C(F)(F)F (Methyl 2-{[3-(2-oxo-2-{[4-(trifluoromethyl)benzyl]amino}ethyl)phenoxy]methyl}-benzoate), [OH-].[Li+] (Lithium hydroxide). Solvent: C1CCOC1 (THF), O (water). Run at time 7 day. Product: O=C(CC=1C=C(OCC2=C(C(=O)O)C=CC=C2)C=CC1)NCC1=CC=C(C=C1)C(F)(F)F (2-{[3-(2-Oxo-2-{[4-(trifluoromethyl)benzyl]amino}ethyl)phenoxy]methyl}benzoic acid). Yield: 25.1%. RXN SMILES: [O:1]=[C:2]([NH:22][CH2:23][C:24]1[CH:29]=[CH:28][C:27]([C:30]([F:33])([F:32])[F:31])=[CH:26][CH:25]=1)[CH2:3][C:4]1[CH:5]=[C:6]([CH:19]=[CH:20][CH:21]=1)[O:7][CH2:8][C:9]1[CH:18]=[CH:17][CH:16]=[CH:15][C:10]=1[C:11]([O:13]C)=[O:12].[OH-].[Li+]>C1COCC1.O>[O:1]=[C:2]([NH:22][CH2:23][C:24]1[CH:25]=[CH:26][C:27]([C:30]([F:31])([F:32])[F:33])=[CH:28][CH:29]=1)[CH2:3][C:4]1[CH:5]=[C:6]([CH:19]=[CH:20][CH:21]=1)[O:7][CH2:8][C:9]1[CH:18]=[CH:17][CH:16]=[CH:15][C:10]=1[C:11]([OH:13])=[O:12] |f:1.2|. Procedure details: Methyl 2-{[3-(2-oxo-2-{[4-(trifluoromethyl)benzyl]amino}ethyl)phenoxy]methyl}-benzoate (82 mg, 0.18 mmol) in THF (2 ml) was cooled in an ice-bath. Lithium hydroxide (8.6 mg, 0.36 mmol) in water (1 ml) was dropped in. The cooling-bath was then removed and the mixture was stirred for 7 days and then evaporated in vacuum to remove THF. The residue was acidified with 1% hydrochloric acid, pH˜3, and extracted with ethyl acetate. The organic phase was dried (magnesium sulphate) and evaporated. Chromat... The reactants are O=C1C(SCCC1)C(=O)OC (methyl 3-oxotetrahydrothiopyran-2-carboxylate), ClC=1C=C(C(=N)N)C=CC1 (3-chlorobenzamidine). Solvent: C(C)O (ethanol). The product is ClC=1C=C(C=CC1)C=1N=C(C2=C(N1)CCCS2)O (2-(3-chlorophenyl)-7,8-dihydro-6H-thiopyrano[3,2-d]pyrimidin-4-ol), solid. Isolated yield 72.0%. As a reaction SMILES: O=[C:2]1[CH2:7][CH2:6][CH2:5][S:4][CH:3]1[C:8]([O:10]C)=O.[Cl:12][C:13]1[CH:14]=[C:15]([CH:19]=[CH:20][CH:21]=1)[C:16]([NH2:18])=[NH:17]>C(O)C>[Cl:12][C:13]1[CH:14]=[C:15]([C:16]2[N:17]=[C:8]([OH:10])[C:3]3[S:4][CH2:5][CH2:6][CH2:7][C:2]=3[N:18]=2)[CH:19]=[CH:20][CH:21]=1. Procedure: A 100-mL round bottomed flask was charged with methyl 3-oxotetrahydrothiopyran-2-carboxylate (1.5 g, 8.6 mmol, 1.47 eq.), 3-chlorobenzamidine (HCl salt, 1.1 g, 5.75 mmol, 1 eq.) and ethanol (20 ml). The resulting mixture was stirred under reflux for 48 hrs. After cooling to room temperature, the volatile material was removed under reduced pressure and the residue was treated with hydrochloric acid (2N, 10 ml) and water (20 ml). The precipitate was collected by filtration and washed with water (3... The reactants are Nc1cc(Br)ccc1S(N)(=O)=O, O=C([O-])[O-], COc1ccccc1B(O)O, COCCOC, [Na+], [Na+], Cl[Pd]Cl, c1ccc(P(c2ccccc2)c2ccccc2)cc1, c1ccc(P(c2ccccc2)c2ccccc2)cc1. Reaction SMILES: [Br:1][c:2]1[cH:3][c:4]([NH2:12])[c:5]([S:8](=[O:9])(=[O:10])[NH2:11])[cH:6][cH:7]1.[C:24](=[O:25])([O-:26])[O-:27].[CH3:13][O:14][c:15]1[c:16]([B:21]([OH:22])[OH:23])[cH:17][cH:18][cH:19][cH:20]1.[CH3:30][O:31][CH2:32][CH2:33][O:34][CH3:35].[Na+:28].[Na+:29].[Pd:36]([Cl:37])[Cl:38].[c:39]1([P:40]([c:41]2[cH:42][cH:43][cH:44][cH:45][cH:46]2)[c:47]2[cH:48][cH:49][cH:50][cH:51][cH:52]2)[cH:53][cH:54][cH:55][cH:56][cH:57]1.[c:58]1([P:59]([c:60]2[cH:61][cH:62][cH:63][cH:64][cH:65]2)[c:66]2[cH:67][cH:68][cH:69][cH:70][cH:71]2)[cH:72][cH:73][cH:74][cH:75][cH:76]1>>[c:2]1(-[c:16]2[c:15]([O:14][CH3:13])[cH:20][cH:19][cH:18][cH:17]2)[cH:3][c:4]([NH2:12])[c:5]([S:8](=[O:9])(=[O:10])[NH2:11])[cH:6][cH:7]1. Yields the product COc1ccccc1-c1ccc(S(N)(=O)=O)c(N)c1. The reactants are NC=1NC(C=2[N+](=CNC2N1)[O-])=O (2-Amino-1,9-dihydro-6H-purin-6-one-7-oxide), Br (hydrobromic acid). Conditions: time 8 hour. Yields the product Br.N1=C(N)N=C2N=C[N+](=C2C1=O)[O-] (Guanine-N 7-oxide Hydrobromide). Reaction SMILES: [NH2:1][C:2]1[NH:3][C:4](=[O:12])[C:5]2[N+:6]([O-:11])=[CH:7][NH:8][C:9]=2[N:10]=1.[BrH:13]>>[BrH:13].[N:3]1[C:4](=[O:12])[C:5]2[C:9]([N:8]=[CH:7][N+:6]=2[O-:11])=[N:10][C:2]=1[NH2:1] |f:2.3|. Reported procedure: 2-Amino-1,9-dihydro-6H-purin-6-one-7-oxide (50 mg, 0.29 mmol) was heated over a steam bath in 5 ml of 1.0M aqueous hydrobromic acid until it dissolved. The solution was filtered and cooled to room temperature for one hour and then allowed to stand at 5° C. overnight whereupon 33 mg of the hydrobromide salt of 2-amino-1,9-dihydro-6H-purin-6-one-7-oxide precipitated as white needles, mp >250° C. Reactants: CN(C=O)C (dimethylformamide), C([O-])(O)=O.[Na+] (sodium bicarbonate), [Cl-].O[NH3+] (hydroxylammonium chloride), ClC=1C=CC2=C(C(=NCC(N2)=S)C2=CC=CC=C2)C1 (7-chloro-1,3-dihydro-5-phenyl-2H-1,4-benzodiazepine-2-thione). The solvent is O1CCOCC1 (dioxane). Reaction conditions: time 8 hour. Product: ClC=1C=CC2=C(C(=NCC(=N2)NOC(NC2=CC=CC=C2)=O)C2=CC=CC=C2)C1 (7-Chloro-5-phenyl-2-phenylcarbamoyloxyamino-3H-1,4-benzodiazepine). RXN SMILES: Cl[C:2]1[CH:3]=[CH:4][C:5]2[NH:11][C:10](=S)[CH2:9][N:8]=[C:7]([C:13]3[CH:18]=[CH:17][CH:16]=[CH:15][CH:14]=3)[C:6]=2[CH:19]=1.[CH3:20][N:21](C)[CH:22]=[O:23].C(=O)(O)[O-].[Na+].[Cl-:30].[OH:31][NH3+:32]>O1CCOCC1>[Cl:30][C:2]1[CH:3]=[CH:4][C:5]2[N:11]=[C:10]([NH:32][O:31][C:22](=[O:23])[NH:21][C:20]3[CH:4]=[CH:3][CH:2]=[CH:19][CH:6]=3)[CH2:9][N:8]=[C:7]([C:13]3[CH:18]=[CH:17][CH:16]=[CH:15][CH:14]=3)[C:6]=2[CH:19]=1 |f:2.3,4.5|. Procedure: 7.5 g of 7-chloro-1,3-dihydro-5-phenyl-2H-1,4-benzodiazepine-2-thione are suspended in 125 ml of dioxane and 50 ml of dimethylformamide and 2.2 g of sodium bicarbonate and 1.8 g of hydroxylammonium chloride are added to the suspension. After stirring for 8 hours at room temperature (monitoring by thin layer chromatography), the mixture is filtered off under suction and 2.8 ml of phenylisocyanate are added to the filtrate. After stirring for 30 minutes, the reaction mixture is added dropwise into... Starting materials: CC1(OCC(C(O1)C(=O)NCCC(=O)O)(C)C)C (3-[N-(2,2,5,5-Tetramethyl-1,3-dioxane-4-carbonyl)amino]propionic acid), C1=CC(=CC=C1N)O (p-aminophenol). The product is OC1=CC=C(C=C1)NC(CCNC(=O)C1OC(OCC1(C)C)(C)C)=O (N-(4-Hydroxyphenyl)-3-[N-(2,2,5,5-tetramethyl-1,3-dioxane-4-carbonyl)amino]propanamide). The yield is 97.5%. RXN SMILES: [CH3:1][C:2]1([CH3:18])[O:7][CH:6]([C:8]([NH:10][CH2:11][CH2:12][C:13]([OH:15])=O)=[O:9])[C:5]([CH3:17])([CH3:16])[CH2:4][O:3]1.[CH:19]1[C:24]([NH2:25])=[CH:23][CH:22]=[C:21]([OH:26])[CH:20]=1>>[OH:26][C:21]1[CH:22]=[CH:23][C:24]([NH:25][C:13](=[O:15])[CH2:12][CH2:11][NH:10][C:8]([CH:6]2[C:5]([CH3:17])([CH3:16])[CH2:4][O:3][C:2]([CH3:1])([CH3:18])[O:7]2)=[O:9])=[CH:19][CH:20]=1. Procedure details: 3-[N-(2,2,5,5-Tetramethyl-1,3-dioxane-4-carbonyl)amino]propionic acid (1.04 g) and 0.665 g of p-aminophenol were reacted in the same manner as in Reference Example 15 to obtain 1.37 g of the objective compound (yield: 98%). The reactants are CC(C)(C)[O-], c1ccc(-c2ccccc2P(C2CCCCC2)C2CCCCC2)cc1, Cc1nsc(Cl)n1, Fc1ccc(-c2cccn3nc(NC4CCNCC4(F)F)nc23)c(F)c1F, [Na+], CC(=O)[O-], CC(=O)[O-], C1COCCO1, [Pd+2]. Product: Cc1nsc(N2CCC(Nc3nc4c(-c5ccc(F)c(F)c5F)cccn4n3)C(F)(F)C2)n1. RXN SMILES: [CH3:60][C:61]([CH3:62])([O-:63])[CH3:64].[CH:1]1([P:2]([CH:3]2[CH2:4][CH2:5][CH2:6][CH2:7][CH2:8]2)[c:9]2[cH:10][cH:11][cH:12][cH:13][c:14]2-[c:15]2[cH:16][cH:17][cH:18][cH:19][cH:20]2)[CH2:21][CH2:22][CH2:23][CH2:24][CH2:25]1.[Cl:53][c:54]1[n:55][c:56]([CH3:59])[n:57][s:58]1.[F:26][C:27]1([F:52])[CH2:28][NH:29][CH2:30][CH2:31][CH:32]1[NH:33][c:34]1[n:35][n:36]2[c:37]([c:38](-[c:42]3[c:43]([F:50])[c:44]([F:49])[c:45]([F:48])[cH:46][cH:47]3)[cH:39][cH:40][cH:41]2)[n:51]1.[Na+:65].[O-:73][C:74]([CH3:75])=[O:76].[O-:77][C:78]([CH3:79])=[O:80].[O:66]1[CH2:67][CH2:68][O:69][CH2:70][CH2:71]1.[Pd+2:72]>>[F:26][C:27]1([F:52])[CH2:28][N:29]([c:54]2[n:55][c:56]([CH3:59])[n:57][s:58]2)[CH2:30][CH2:31][CH:32]1[NH:33][c:34]1[n:35][n:36]2[c:37]([c:38](-[c:42]3[c:43]([F:50])[c:44]([F:49])[c:45]([F:48])[cH:46][cH:47]3)[cH:39][cH:40][cH:41]2)[n:51]1.